From a dataset of the Open Reaction Database (ORD), a public repository of structured organic reaction records. describe an organic reaction: reactants, conditions, products, and yield Starting materials: [OH-].[K+] (potassium hydroxide), C(=O)C1=CC(=CO1)C1=CC=CC=2CN(CCOC21)C(=O)OC(C)(C)C (tert-butyl 9-(5-formyl-3-furyl)-2,3-dihydro-1,4-benzoxazepine-4(5H)-carboxylate), O.NN (hydrazine monohydrate), C(CO)O (ethylene glycol). Run in CO (methanol), O (water). Conditions: temperature 70 celsius, time 10 minute. The product is CC1=CC(=CO1)C1=CC=CC=2CN(CCOC21)C(=O)OC(C)(C)C (tert-butyl 9-(5-methyl-3-furyl)-2,3-dihydro-1,4-benzoxazepine-4(5H)-carboxylate). The yield is 25.0%. Reaction SMILES: [CH:1]([C:3]1[O:7][CH:6]=[C:5]([C:8]2[C:18]3[O:17][CH2:16][CH2:15][N:14]([C:19]([O:21][C:22]([CH3:25])([CH3:24])[CH3:23])=[O:20])[CH2:13][C:12]=3[CH:11]=[CH:10][CH:9]=2)[CH:4]=1)=O.O.NN.C(O)CO.[OH-].[K+]>O.CO>[CH3:1][C:3]1[O:7][CH:6]=[C:5]([C:8]2[C:18]3[O:17][CH2:16][CH2:15][N:14]([C:19]([O:21][C:22]([CH3:25])([CH3:24])[CH3:23])=[O:20])[CH2:13][C:12]=3[CH:11]=[CH:10][CH:9]=2)[CH:4]=1 |f:1.2,4.5|. Reported procedure: A mixture of tert-butyl 9-(5-formyl-3-furyl)-2,3-dihydro-1,4-benzoxazepine-4(5H)-carboxylate (300 mg, 0.874 mmol), hydrazine monohydrate (0.100 ml, 2.06 mmol), ethylene glycol (6 ml) and methanol (4 ml) was stirred at 70° C. for 10 min. After cooling to room temperature, potassium hydroxide (147 mg, 2.62 mmol) was added, and the mixture was stirred at 100° C. for 1 hr. The reaction mixture was poured into water, and the mixture was extracted with ethyl acetate. The extract was washed with water ...